Task: describe an organic reaction: reactants, conditions, products, and yield. Dataset: the Open Reaction Database (ORD), a public repository of structured organic reaction records Procedure details: A mixture of 5.52 g (15.1 mmol) of benzyl (1R,4S)-4-(2,5-dimethyl-1H-pyrrol-1-yl)-1-(1-hydroxycyclobutyl)cyclopent-2-ene-1-carboxylate (Preparation SRT-0229), 8.20 g (120 mmol) of hydroxylamine hydrochloride, and 7.0 mL of 50% aqueous hydroxylamine (100 mmol) in 50 mL of methanol was heated at 68 C for 8 h, then cooled. Sufficient water was added to dissolve the crystals which deposited, and the solution was concentrated under reduced pressure to remove methanol. The resulting mixture was brough... RXN SMILES: CC1[N:3]([C@H:8]2[CH2:12][C@@:11]([C:23]3([OH:27])[CH2:26][CH2:25][CH2:24]3)([C:13]([O:15][CH2:16][C:17]3[CH:22]=[CH:21][CH:20]=[CH:19][CH:18]=3)=[O:14])[CH:10]=[CH:9]2)C(C)=CC=1.Cl.NO.NO.O>CO>[NH2:3][C@H:8]1[CH2:12][C@@:11]([C:23]2([OH:27])[CH2:24][CH2:25][CH2:26]2)([C:13]([O:15][CH2:16][C:17]2[CH:18]=[CH:19][CH:20]=[CH:21][CH:22]=2)=[O:14])[CH:10]=[CH:9]1 |f:1.2|. The yield is 95.6%. Yields the product N[C@@H]1C=C[C@@](C1)(C(=O)OCC1=CC=CC=C1)C1(CCC1)O (Benzyl(1R,4S)-4-amino-1-(1-hydroxycyclobutyl)cyclopent-2-ene-1-carboxylate). Reactants: O (water), CC=1N(C(=CC1)C)[C@@H]1C=C[C@@](C1)(C(=O)OCC1=CC=CC=C1)C1(CCC1)O (benzyl (1R,4S)-4-(2,5-dimethyl-1H-pyrrol-1-yl)-1-(1-hydroxycyclobutyl)cyclopent-2-ene-1-carboxylate), Cl.NO (hydroxylamine hydrochloride), NO (hydroxylamine). Run in CO (methanol).